From a dataset of the Open Reaction Database (ORD), a public repository of structured organic reaction records. describe an organic reaction: reactants, conditions, products, and yield Reactants: O (water), CI (methyl iodide), C([O-])([O-])=O.[K+].[K+] (potassium carbonate), C(C1=CC=CC=C1)NCC1CNC(C=2C=3C1=CNC3C=CC2)=O (3-benzylaminomethyl-3,4,5,6-tetrahydro-6-oxo-1H-azepino[5,4,3-cd]indole). Solvent: ClCCl (dichloromethane), CN(C=O)C (dimethylformamide), CN(C=O)C (dimethylformamide). Conditions: time 3 hour. Product: C(C1=CC=CC=C1)N(C)CC1CNC(C=2C=3C1=CNC3C=CC2)=O (3-(N-benzyl-N-methylaminomethyl)-3,4,5,6-tetrahydro-6-oxo-1H-azepino[5,4,3-cd]indole). The yield is 77.9%. Reaction SMILES: [CH2:1]([NH:8][CH2:9][CH:10]1[C:16]2=[CH:17][NH:18][C:19]3[CH:20]=[CH:21][CH:22]=[C:14]([C:15]=32)[C:13](=[O:23])[NH:12][CH2:11]1)[C:2]1[CH:7]=[CH:6][CH:5]=[CH:4][CH:3]=1.CI.[C:26](=O)([O-])[O-].[K+].[K+].O>CN(C)C=O.ClCCl>[CH2:1]([N:8]([CH2:9][CH:10]1[C:16]2=[CH:17][NH:18][C:19]3[CH:20]=[CH:21][CH:22]=[C:14]([C:15]=32)[C:13](=[O:23])[NH:12][CH2:11]1)[CH3:26])[C:2]1[CH:7]=[CH:6][CH:5]=[CH:4][CH:3]=1 |f:2.3.4|. Procedure details: 6.2 g of 3-benzylaminomethyl-3,4,5,6-tetrahydro-6-oxo-1H-azepino[5,4,3-cd]indole (see Example 2 for preparation) were dissolved in 250 ml of dimethylformamide. 0.81 ml of methyl iodide and 1.81 g of potassium carbonate were added to the stirred solution at room temperature. The reaction mixture was stirred at room temperature for 3 hours. Subsequently, to work up, the dimethylformamide was stripped off under reduced pressure (oil pump vacuum) at 50° C. The remaining oily residue was taken up in ... The reactants are B(Br)(Br)Br (boron tribromide), COC1=C(C=CC=C1)C1=NC(=NO1)CCCCC(=O)OC (methyl 5-[5-(2-methoxyphenyl)[1,2,4]oxadiazol-3-yl]pentanoate), CO (methanol). Run in C(Cl)Cl (methylene chloride). Conditions: time 5 hour. The product is OC1=C(C=CC=C1)C1=NC(=NO1)CCCCC(=O)OC (methyl 5-[5-(2-hydroxyphenyl)[1,2,4]oxadiazol-3-yl]pentanoate). RXN SMILES: B(Br)(Br)Br.C[O:6][C:7]1[CH:12]=[CH:11][CH:10]=[CH:9][C:8]=1[C:13]1[O:17][N:16]=[C:15]([CH2:18][CH2:19][CH2:20][CH2:21][C:22]([O:24][CH3:25])=[O:23])[N:14]=1.CO>C(Cl)Cl>[OH:6][C:7]1[CH:12]=[CH:11][CH:10]=[CH:9][C:8]=1[C:13]1[O:17][N:16]=[C:15]([CH2:18][CH2:19][CH2:20][CH2:21][C:22]([O:24][CH3:25])=[O:23])[N:14]=1. Procedure: Add boron tribromide (4.9 mL, 51.7 mmol) dropwise to a stirred solution of methyl 5-[5-(2-methoxyphenyl)[1,2,4]oxadiazol-3-yl]pentanoate (3.0 g, 10.3 mmol) in methylene chloride (70 mL) at 0° C. under nitrogen. Allow to warm to room temperature and stir for 5 hours. Cool the mixture to 0° C., 1 add methanol (20 mL) dropwise and allow to warm to room temperature. Remove the solvents under reduced pressure and purify the residue by flash column chromatography on silica gel, eluting with ethyl acet... The reactants are [H-].[Na+] (sodium hydride), FCCCO (3-fluoropropanol), BrC=1C=CC(=NC1)Cl (5-bromo-2-chloropyridine). Product: FCCCOC1=NC=C(C=C1)Br (2-(3-fluoropropoxy)-5-bromopyridine). Yield: 98.6%. As a reaction SMILES: [H-].[Na+].[F:3][CH2:4][CH2:5][CH2:6][OH:7].[Br:8][C:9]1[CH:10]=[CH:11][C:12](Cl)=[N:13][CH:14]=1>>[F:3][CH2:4][CH2:5][CH2:6][O:7][C:12]1[CH:11]=[CH:10][C:9]([Br:8])=[CH:14][N:13]=1 |f:0.1|. Procedure details: 2-(3-Fluoropropoxy)-5-bromopyridine (97c, 600 mg, 98%) was prepared in the same manner as in Preparation Example 13 using sodium hydride (94 mg, 3.90 mmol), 3-fluoropropanol (305 mg, 3.90 mmol) and 5-bromo-2-chloropyridine (96, 500 mg, 2.60 mmol). Starting materials: CN1NC(NC1=O)=O (1-methyl-[1,2,4]triazolidine-3,5-dione), [Na] (sodium), COC(C1=CC=C(C=C1)CCl)=O (4-chloromethyl-benzoic acid methyl ester). The solvent is CS(=O)C (DMSO). Run at time 8 hour. Yields the product CN1NC(N(C1=O)CC1=CC=C(C(=O)OC)C=C1)=O (methyl 4-((1-methyl-3,5-dioxo-1,2,4-triazolidin4-yl)methyl)benzoate). Isolated yield 71.8%. Reaction SMILES: [CH3:1][N:2]1[C:6](=[O:7])[NH:5][C:4](=[O:8])[NH:3]1.[Na].[CH3:10][O:11][C:12](=[O:21])[C:13]1[CH:18]=[CH:17][C:16]([CH2:19]Cl)=[CH:15][CH:14]=1>CS(C)=O>[CH3:1][N:2]1[C:6](=[O:7])[N:5]([CH2:19][C:16]2[CH:17]=[CH:18][C:13]([C:12]([O:11][CH3:10])=[O:21])=[CH:14][CH:15]=2)[C:4](=[O:8])[NH:3]1 |^1:8|. Procedure: To a solution of 1-methyl-[1,2,4]triazolidine-3,5-dione (1.886 g, 0.0164 mol) and sodium hyhride (200 mg) in DMSO (5 mL) was added 4-chloromethyl-benzoic acid methyl ester (1.0 g, 0.0054 mol). The mixture was stirred at RT for overnight, quenched with H2O (100 mL), and extracted by CH2Cl2. The organic layer was washed with H2O, dried (Na2SO4) and concentrated in vacuo to yield methyl 4-((1-methyl-3,5-dioxo-1,2,4-triazolidin4-yl)methyl)benzoate (1.02 g, 72%). 1H NMR (CDCl3): 7.93 (d, J=8.4 Hz, 2H... Product: C(C)(C)(C)OC(=O)N1C[C@H]2CC3=CC=C(N=C3N2[C@@H](C1)C)OCCOC ((4R,9aR)-6-(2-Methoxy-ethoxy)-4-methyl-3,4,9,9a-tetrahydro-1H-2,4a,5-triaza-fluorene-2-carboxylic acid tert-butyl ester). Reported procedure: This compound was prepared in analogy to Example 22 intermediate b), from (4R,9aR)-6-hydroxy-4-methyl-3,4,9,9a-tetrahydro-1H-2,4a,5-triaza-fluorene-2-carboxylic acid tert-butyl ester, sodium hydride and 2-bromoethyl methyl ether. The reactants are C(C)(C)(C)OC(=O)N1C[C@H]2CC3=CC=C(N=C3N2[C@@H](C1)C)Br ((4R,9aR)-6-bromo-4-methyl-3,4,9,9a-tetrahydro-1H-2,4a,5-triaza-fluorene-2-carboxylic acid tert-butyl ester), C(C)(C)(C)OC(=O)N1C[C@H]2CC3=CC=C(N=C3N2[C@@H](C1)C)O ((4R,9aR)-6-hydroxy-4-methyl-3,4,9,9a-tetrahydro-1H-2,4a,5-triaza-fluorene-2-carboxylic acid tert-butyl ester), [H-].[Na+] (sodium hydride), COCCBr (2-bromoethyl methyl ether). As a reaction SMILES: [C:1]([O:5][C:6](N1C[C@@H](C)N2[C@H](CC3C2=NC(Br)=CC=3)C1)=O)(C)(C)[CH3:2].[C:23]([O:27][C:28]([N:30]1[CH2:42][C@@H:41]([CH3:43])[N:40]2[C@H:32]([CH2:33][C:34]3[C:39]2=[N:38][C:37]([OH:44])=[CH:36][CH:35]=3)[CH2:31]1)=[O:29])([CH3:26])([CH3:25])[CH3:24].[H-].[Na+].COCCBr>>[C:23]([O:27][C:28]([N:30]1[CH2:42][C@@H:41]([CH3:43])[N:40]2[C@H:32]([CH2:33][C:34]3[C:39]2=[N:38][C:37]([O:44][CH2:2][CH2:1][O:5][CH3:6])=[CH:36][CH:35]=3)[CH2:31]1)=[O:29])([CH3:26])([CH3:24])[CH3:25] |f:2.3|. Reactants: CC(C)CC(C(=O)N1C(=O)OCC1Cc1ccccc1)c1cc(OCc2ccc(F)cc2C(F)(F)F)cc(-c2ccc(C(F)(F)F)cc2)c1, C1CCOC1, [Li+], [Na+], [Na+], [OH-], O, O, OO, O=S([O-])[O-]. Product: CC(C)CC(C(=O)O)c1cc(OCc2ccc(F)cc2C(F)(F)F)cc(-c2ccc(C(F)(F)F)cc2)c1. Reaction SMILES: [CH2:1]([CH:2]1[CH2:3][O:4][C:5](=[O:6])[N:7]1[C:14]([CH:15]([CH2:16][CH:17]([CH3:18])[CH3:19])[c:20]1[cH:21][c:22](-[c:39]2[cH:40][cH:41][c:42]([C:45]([F:46])([F:47])[F:48])[cH:43][cH:44]2)[cH:23][c:24]([O:26][CH2:27][c:28]2[c:29]([C:35]([F:36])([F:37])[F:38])[cH:30][c:31]([F:34])[cH:32][cH:33]2)[cH:25]1)=[O:49])[c:8]1[cH:9][cH:10][cH:11][cH:12][cH:13]1.[CH2:61]1[O:62][CH2:63][CH2:64][CH2:65]1.[Li+:51].[Na+:59].[Na+:60].[OH-:50].[OH2:52].[OH2:66].[OH:53][OH:54].[S:55](=[O:56])([O-:57])[O-:58]>>[C:14]([CH:15]([CH2:16][CH:17]([CH3:18])[CH3:19])[c:20]1[cH:21][c:22](-[c:39]2[cH:40][cH:41][c:42]([C:45]([F:46])([F:47])[F:48])[cH:43][cH:44]2)[cH:23][c:24]([O:26][CH2:27][c:28]2[c:29]([C:35]([F:36])([F:37])[F:38])[cH:30][c:31]([F:34])[cH:32][cH:33]2)[cH:25]1)(=[O:49])[OH:56].